This data is from the Open Reaction Database (ORD), a public repository of structured organic reaction records. The task is: describe an organic reaction: reactants, conditions, products, and yield Starting materials: FC=1C=C(C=CC1OC1=C2C(=NC=C1)C=C(S2)C2CCNCC2)NC(=O)C=2C(N(N=CC2)C2=CC=C(C=C2)F)=O (N-(3-fluoro-4-(2-(piperidin-4-yl)thieno[3,2-b]pyridin-7-yloxy)phenyl)-2-(4-fluorophenyl)-3-oxo-2,3-dihydropyridazine-4-carboxamide), C=O (formaldehyde), [BH-](OC(=O)C)(OC(=O)C)OC(=O)C.[Na+] (NaBH(OAc)3). The solvent is C1CCOC1 (THF). Product: FC=1C=C(C=CC1OC1=C2C(=NC=C1)C=C(S2)C2CCN(CC2)C)NC(=O)C=2C(N(N=CC2)C2=CC=C(C=C2)F)=O (N-(3-Fluoro-4-(2-(1-methylpiperidin-4-yl)thieno[3,2-b]pyridin-7-yloxy)phenyl)-2-(4-fluorophenyl)-3-oxo-2,3-dihydropyridazine-4-carboxamide). Yield: 93.3%. RXN SMILES: [F:1][C:2]1[CH:3]=[C:4]([NH:24][C:25]([C:27]2[C:28](=[O:40])[N:29]([C:33]3[CH:38]=[CH:37][C:36]([F:39])=[CH:35][CH:34]=3)[N:30]=[CH:31][CH:32]=2)=[O:26])[CH:5]=[CH:6][C:7]=1[O:8][C:9]1[CH:14]=[CH:13][N:12]=[C:11]2[CH:15]=[C:16]([CH:18]3[CH2:23][CH2:22][NH:21][CH2:20][CH2:19]3)[S:17][C:10]=12.C=O.[BH-](OC(C)=O)(OC(C)=O)O[C:45](C)=O.[Na+]>C1COCC1>[F:1][C:2]1[CH:3]=[C:4]([NH:24][C:25]([C:27]2[C:28](=[O:40])[N:29]([C:33]3[CH:34]=[CH:35][C:36]([F:39])=[CH:37][CH:38]=3)[N:30]=[CH:31][CH:32]=2)=[O:26])[CH:5]=[CH:6][C:7]=1[O:8][C:9]1[CH:14]=[CH:13][N:12]=[C:11]2[CH:15]=[C:16]([CH:18]3[CH2:19][CH2:20][N:21]([CH3:45])[CH2:22][CH2:23]3)[S:17][C:10]=12 |f:2.3|. Procedure details: A round-bottomed flask was charged with N-(3-fluoro-4-(2-(piperidin-4-yl)thieno[3,2-b]pyridin-7-yloxy)phenyl)-2-(4-fluorophenyl)-3-oxo-2,3-dihydropyridazine-4-carboxamide (Example 154, Step C, 20.0 mg, 0.0357 mmol), formaldehyde (8.68 mg, 0.107 mmol, 37%), NaBH(OAc)3 (37.9 mg, 0.179 mmol) and THF (10 mL). The reaction mixture was stirred at room temperature until the starting material had been consumed (overnight). Then the reaction was partitioned between EtOAc (100 mL) and H2O (100 mL). The ph... The reactants are CCOC(=O)c1c(C)nc(N2CCOCC2)nc1-c1ccccc1F, CCO, [Na+], [OH-], O. Product: Cc1nc(N2CCOCC2)nc(-c2ccccc2F)c1C(=O)O. RXN SMILES: [CH2:1]([CH3:2])[O:3][C:4](=[O:5])[c:6]1[c:7](-[c:19]2[c:20]([F:25])[cH:21][cH:22][cH:23][cH:24]2)[n:8][c:9]([N:13]2[CH2:14][CH2:15][O:16][CH2:17][CH2:18]2)[n:10][c:11]1[CH3:12].[CH3:28][CH2:29][OH:30].[Na+:27].[OH-:26].[OH2:31]>>[O:3]=[C:4]([OH:5])[c:6]1[c:7](-[c:19]2[c:20]([F:25])[cH:21][cH:22][cH:23][cH:24]2)[n:8][c:9]([N:13]2[CH2:14][CH2:15][O:16][CH2:17][CH2:18]2)[n:10][c:11]1[CH3:12]. Reactants: desacetyl glutaryl 7ACA calcium, C1C(=C(N2[C@H](S1)[C@@H](C2=O)NC(=O)CCCC(=O)O)C(=O)O)CO.CC(=O)OCC1=C(N2[C@@H]([C@@H](C2=O)NC(=O)CCCC(=O)O)SC1)C(=O)O (desacetyl glutaryl 7ACA glutaryl 7ACA), CC(=O)OCC1=C(N2[C@@H]([C@@H](C2=O)NC(=O)CCCC(=O)O)SC1)C(=O)O.C1C(=C(N2[C@H](S1)[C@@H](C2=O)NC(=O)CCCC(=O)O)C(=O)O)CO (glutaryl 7ACA desacetyl glutaryl 7ACA), C(C)(=O)OC(C)=O (acetic anhydride), [OH-].[Na+] (sodium hydroxide), [Cl-].[Ca+2].[Cl-] (calcium chloride), C(C)(=O)OC(C)=O (acetic anhydride). Reagents/catalysts: Cl (HCl). The solvent is O (water), O (water), O (water). Yields the product CC(=O)OCC1=C(N2[C@@H]([C@@H](C2=O)NC(=O)CCCC(=O)O)SC1)C(=O)O (glutaryl 7ACA). As a reaction SMILES: C(OC(=O)C)(=O)C.[OH-].[Na+].C1S[C@@H]2[C@H](NC(CCCC(O)=O)=O)C(=O)N2C(C(O)=O)=C1CO.[CH3:33][C:34]([O:36][CH2:37][C:38]1[CH2:55][S:54][C@@H:41]2[C@H:42]([NH:45][C:46]([CH2:48][CH2:49][CH2:50][C:51]([OH:53])=[O:52])=[O:47])[C:43](=[O:44])[N:40]2[C:39]=1[C:56]([OH:58])=[O:57])=[O:35].[Cl-].[Ca+2].[Cl-]>O.Cl>[CH3:33][C:34]([O:36][CH2:37][C:38]1[CH2:55][S:54][C@@H:41]2[C@H:42]([NH:45][C:46]([CH2:48][CH2:49][CH2:50][C:51]([OH:53])=[O:52])=[O:47])[C:43](=[O:44])[N:40]2[C:39]=1[C:56]([OH:58])=[O:57])=[O:35] |f:1.2,3.4,5.6.7|. Procedure: 1.05 g desacetyl glutaryl 7ACA calcium salt (2.0 mmoles) is dissolved in 10 ml water and the solution is diluted to 15 ml with water. The solution is chilled in an ice bath and then added simultaneously is 1.9 ml acetic anhydride (20 mmoles) at 0.0475 ml/min and 40% sodium hydroxide at a rate to maintain the reaction pH at 10.0±1. By HPLC the >99% desacetyl glutaryl 7ACA/glutaryl 7ACA is converted to 97% glutaryl 7ACA/desacetyl glutaryl 7ACA. After all of the acetic anhydride is added the pH is ... The reactants are N1([C@H](C(=O)N[C@@H](CC2=CC=CC=C2)C(=O)N[C@@H](CC2=CC=CC=C2)C(=O)N[C@@H](CCC(OC(C)(C)C)=O)C(=O)NN)CCC1)C(=O)OC(C)(C)C (BocPro-Phe-Phe-Glu(tBu)NHNH2), N[C@@H](CCC(C)C)C(=O)N[C@@H](CCSC)C(=O)N.Cl (HLeu-MetNH2 hydrochloride), acyl azide, N1([C@H](C(=O)N[C@@H](CC2=CC=CC=C2)C(=O)N[C@@H](CC2=CC=CC=C2)C(=O)N[C@@H](CCC(OC(C)(C)C)=O)C(=O)N[C@@H](CC(C)C)C(=O)N[C@@H](CCSC)C(=O)N)CCC1)C(=O)OC(C)(C)C (BocPro-Phe-Phe-Glu(tBu)-Leu-MetNH2), N1([C@H](C(=O)N[C@@H](CC2=CC=CC=C2)C(=O)N[C@@H](CC2=CC=CC=C2)C(=O)N[C@@H](CCC(OC(C)(C)C)=O)C(=O)N[C@@H](CC(C)C)C(=O)N[C@@H](CCSC)C(=O)N)CCC1)C(=O)OC(C)(C)C (BocPro-Phe-Phe-Glu(tBu)-Leu-MetNH2), Cl (hydrogen chloride). The solvent is C(C)(=O)O (acetic acid). The product is N1[C@H](C(=O)N[C@@H](CC2=CC=CC=C2)C(=O)N[C@@H](CC2=CC=CC=C2)C(=O)N[C@@H](CCC(O)=O)C(=O)N[C@@H](CC(C)C)C(=O)N[C@@H](CCSC)C(=O)N)CCCC1 (HPro-Phe-Phe-Glu-Leu-MetNH2). Reaction SMILES: [N:1]1([C:45](OC(C)(C)C)=O)[CH2:44][CH2:43][CH2:42][C@H:2]1[C:3]([NH:5][C@H:6]([C:14]([NH:16][C@H:17]([C:25]([NH:27][C@H:28]([C:38](NN)=[O:39])[CH2:29][CH2:30][C:31](=[O:37])[O:32]C(C)(C)C)=[O:26])[CH2:18][C:19]1[CH:24]=[CH:23][CH:22]=[CH:21][CH:20]=1)=[O:15])[CH2:7][C:8]1[CH:13]=[CH:12][CH:11]=[CH:10][CH:9]=1)=[O:4].[NH2:52][C@H:53]([C:59]([NH:61][C@H:62]([C:67]([NH2:69])=[O:68])[CH2:63][CH2:64][S:65][CH3:66])=[O:60])[CH2:54][CH2:55][CH:56](C)C.Cl.N1(C(OC(C)(C)C)=O)CCC[C@H:72]1C(N[C@H](C(N[C@H](C(N[C@H](C(N[C@H](C(N[C@H](C(N)=O)CCSC)=O)CC(C)C)=O)CCC(=O)OC(C)(C)C)=O)CC1C=CC=CC=1)=O)CC1C=CC=CC=1)=O.Cl>C(O)(=O)C>[NH:1]1[CH2:45][CH2:44][CH2:43][CH2:42][C@H:2]1[C:3]([NH:5][C@H:6]([C:14]([NH:16][C@H:17]([C:25]([NH:27][C@H:28]([C:38]([NH:52][C@H:53]([C:59]([NH:61][C@H:62]([C:67]([NH2:69])=[O:68])[CH2:63][CH2:64][S:65][CH3:66])=[O:60])[CH2:54][CH:55]([CH3:56])[CH3:72])=[O:39])[CH2:29][CH2:30][C:31](=[O:37])[OH:32])=[O:26])[CH2:18][C:19]1[CH:20]=[CH:21][CH:22]=[CH:23][CH:24]=1)=[O:15])[CH2:7][C:8]1[CH:9]=[CH:10][CH:11]=[CH:12][CH:13]=1)=[O:4] |f:1.2|. Reported procedure: Condensation of BocPro-Phe-Phe-Glu(tBu)NHNH2 (0.570 g.) and HLeu-MetNH2 hydrochloride salt (Example 1, 0.560 g.) by the acyl azide method (Yajima et al., Chem. Pharm. Bull., vol. 19, p. 1900, 1971) have BocPro-Phe-Phe-Glu(tBu)-Leu-MetNH2 in 77% yield. De-t-butylation and de-t-butoxycarbonylation of BocPro-Phe-Phe-Glu(tBu)-Leu-MetNH2 using hydrogen chloride in acetic acid gave HPro-Phe-Phe-Glu-Leu-MetNH2, which was isolated as the amorphous off-white solid hydrochloride salt in 38% yield. The reactants are C1CCOC1, Clc1cccnc1Cl, Cl, OCC1CC(F)(F)C1, [H-], [Na+]. The product is FC1(F)CC(COc2ncccc2Cl)C1. Reaction SMILES: [CH2:20]1[O:21][CH2:22][CH2:23][CH2:24]1.[Cl:11][c:12]1[n:13][cH:14][cH:15][cH:16][c:17]1[Cl:18].[ClH:19].[F:3][C:4]1([F:10])[CH2:5][CH:6]([CH2:8][OH:9])[CH2:7]1.[H-:1].[Na+:2]>>[F:3][C:4]1([F:10])[CH2:5][CH:6]([CH2:8][O:9][c:12]2[n:13][cH:14][cH:15][cH:16][c:17]2[Cl:18])[CH2:7]1.